This data is from the Open Reaction Database (ORD), a public repository of structured organic reaction records. The task is: describe an organic reaction: reactants, conditions, products, and yield Starting materials: CCOC(=O)CC1CCCCN1Cc1cccnc1OC, CO, Cl, [Na+], [OH-]. The product is COc1ncccc1CN1CCCCC1CC(=O)O. As a reaction SMILES: [CH3:1][O:2][c:3]1[n:4][cH:5][cH:6][cH:7][c:8]1[CH2:9][N:10]1[CH:11]([CH2:16][C:17](=[O:18])[O:19][CH2:20][CH3:21])[CH2:12][CH2:13][CH2:14][CH2:15]1.[CH3:25][OH:26].[ClH:24].[Na+:23].[OH-:22]>>[CH3:1][O:2][c:3]1[n:4][cH:5][cH:6][cH:7][c:8]1[CH2:9][N:10]1[CH:11]([CH2:16][C:17](=[O:18])[OH:19])[CH2:12][CH2:13][CH2:14][CH2:15]1. The reactants are CCN=C=NCCCN(C)C (EDCI), NC=1C=C(C=CC1N)C1=C(C=C(C=C1)C#N)F (3′,4′-diamino-2-fluorobiphenyl-4-carbonitrile), C(C)(C)(C)OC(=O)N1C(O[C@@H]([C@H]1C(=O)O)C)(C)C ((4S,5R)-3-(tert-butoxycarbonyl)-2,2,5-trimethyl-1,3-oxazolidine-4-carboxylic acid), C=1C=CC2=C(C1)N=NN2O (HOBt), CN1CCOCC1 (NMM). Run in CCOC(=O)C (EtOAc), CN(C)C=O (DMF), CN(C)C=O (DMF). Reaction conditions: temperature -5 celsius, time 90 minute. Product: N[C@@H]([C@@H](C)O)C1=NC2=C(N1)C=CC(=C2)C2=C(C=C(C#N)C=C2)F (4-{2-[(1R,2R)-1-Amino-2-hydroxypropyl]-1H-benzimidazol-5-yl}-3-fluorobenzonitrile). Isolated yield 13.4%. As a reaction SMILES: C(OC([N:8]1[C@H:12]([C:13](O)=O)[C@@H:11]([CH3:16])[O:10]C1(C)C)=O)(C)(C)C.C1C=CC2N(O)N=NC=2C=1.CN1CCOCC1.CCN=C=NCCCN(C)C.[NH2:47][C:48]1[CH:49]=[C:50]([C:55]2[CH:60]=[CH:59][C:58]([C:61]#[N:62])=[CH:57][C:56]=2[F:63])[CH:51]=[CH:52][C:53]=1[NH2:54]>CN(C=O)C.CCOC(C)=O>[NH2:8][C@H:12]([C:13]1[NH:54][C:53]2[CH:52]=[CH:51][C:50]([C:55]3[CH:60]=[CH:59][C:58]([C:61]#[N:62])=[CH:57][C:56]=3[F:63])=[CH:49][C:48]=2[N:47]=1)[C@H:11]([OH:10])[CH3:16]. Procedure: To a solution of (4S,5R)-3-(tert-butoxycarbonyl)-2,2,5-trimethyl-1,3-oxazolidine-4-carboxylic acid (Preparation 57, 778 mg, 3 mmol) and HOBt (551 mg, 3.60 mmol) in DMF (23 mL) was added NMM (0.33 mL, 3 mmol) and the mixture cooled to −5° C. EDCI (690 mg, 3.60 mmol) was added and the reaction stirred at −5° C. for 90 minutes. A solution of 3′,4′-diamino-2-fluorobiphenyl-4-carbonitrile (Preparation 79, 750 mg, 3.30 mmol) in DMF (7 mL) was added and the reaction was allowed to warm to room temperat... Reactants: CC(NCCSC12CC3CC(CC(C3)C1)C2)C(=O)O, CC(=O)O, O=N[O-], [Na+], O. The product is CC(C(=O)O)N(CCSC12CC3CC(CC(C3)C1)C2)N=O. As a reaction SMILES: [C:1]12([S:11][CH2:12][CH2:13][NH:14][CH:15]([CH3:16])[C:17](=[O:18])[OH:19])[CH2:2][CH:3]3[CH2:4][CH:5]([CH2:6][CH:7]([CH2:8]1)[CH2:9]3)[CH2:10]2.[CH3:20][C:21](=[O:22])[OH:23].[N:24](=[O:25])[O-:26].[Na+:27].[OH2:28]>>[C:1]12([S:11][CH2:12][CH2:13][N:14]([CH:15]([CH3:16])[C:17](=[O:18])[OH:19])[N:24]=[O:25])[CH2:2][CH:3]3[CH2:4][CH:5]([CH2:6][CH:7]([CH2:8]1)[CH2:9]3)[CH2:10]2. Starting materials: COC1=CC=C(CO[C@@H](C)[C@@H](C(=O)OC)CCC(C)C)C=C1 ((S)-methyl 2-((S)-1-((4-methoxybenzyl)oxy)ethyl)-5-methylhexanoate). Reagents/catalysts: C1CC/C=C\CCC1.C1CC/C=C\CCC1.C1CC/C=C\CCC1.C1CC/C=C\CCC1.[Cl-].[Cl-].[Ir].[Ir] (chlorobis(cyclooctene)-iridium(I) dimer). Solvent: C(Cl)Cl (DCM). Run at time 20 hour. Product: aldehyde, COC1=CC=C(CO[C@@H](C)[C@@H](C=O)CCC(C)C)C=C1 ((S)-2-((S)-1-((4-methoxybenzyl)oxy)ethyl)-5-methylhexanal). As a reaction SMILES: [CH3:1][O:2][C:3]1[CH:22]=[CH:21][C:6]([CH2:7][O:8][C@H:9]([C@H:11]([CH2:16][CH2:17][CH:18]([CH3:20])[CH3:19])[C:12](OC)=[O:13])[CH3:10])=[CH:5][CH:4]=1>C(Cl)Cl.C1CCCC=CCC1.C1CCCC=CCC1.C1CCCC=CCC1.C1CCCC=CCC1.[Cl-].[Cl-].[Ir].[Ir]>[CH3:1][O:2][C:3]1[CH:4]=[CH:5][C:6]([CH2:7][O:8][C@H:9]([C@H:11]([CH2:16][CH2:17][CH:18]([CH3:19])[CH3:20])[CH:12]=[O:13])[CH3:10])=[CH:21][CH:22]=1 |f:2.3.4.5.6.7.8.9|. Procedure details: To a solution of (S)-methyl 2-((S)-1-((4-methoxybenzyl)oxy)ethyl)-5-methylhexanoate (6.00 g, 19.5 mmol) and chlorobis(cyclooctene)-iridium(I) dimer (0.349 g, 0.389 mmol) in dry DCM (19.5 mL) was slowly added Et2SiH (3.76 mL, 29.2 mmol) at 0° C. The flask was removed from the cold bath and the reaction was stirred at room temperature for 20 h under nitrogen (N2). The reaction mixture was transferred via cannula to an ice-cooled mixture of diethyl ether (Et2O; 60 mL) and 2 Normal (N) HCl (20 mL) o... Reactants: CC(=O)c1ccc2[nH]c(=O)oc2c1, CO. Yields the product CC(O)c1ccc2[nH]c(=O)oc2c1. RXN SMILES: [C:1]([CH3:2])(=[O:3])[c:4]1[cH:5][c:6]2[c:7]([nH:8][c:9](=[O:11])[o:10]2)[cH:12][cH:13]1.[CH3:14][OH:15]>>[CH:1]([CH3:2])([OH:3])[c:4]1[cH:5][c:6]2[c:7]([nH:8][c:9](=[O:11])[o:10]2)[cH:12][cH:13]1.